Dataset: the Open Reaction Database (ORD), a public repository of structured organic reaction records. Task: describe an organic reaction: reactants, conditions, products, and yield The reactants are COC(=O)C=1C(SC2=CC=C(C=C2C1O)Br)=O (6-bromo-4-hydroxy-2-oxo-2H-thiochromene-3-carboxylic acid methyl ester), FC(C=1C=C(C=C(C1)C(F)(F)F)B(O)O)(F)F (3,5-Bis-trifluoromethyl-phenylboronic acid). Product: COC(=O)C=1C(SC2=CC=C(C=C2C1O)C1=CC(=CC(=C1)C(F)(F)F)C(F)(F)F)=O (6-(3,5-Bis-trifluoromethyl-phenyl)-4-hydroxy-2-oxo-2H-thiochromene-3-carboxylic acid methyl ester). Reaction SMILES: [CH3:1][O:2][C:3]([C:5]1[C:6](=[O:17])[S:7][C:8]2[C:13]([C:14]=1[OH:15])=[CH:12][C:11](Br)=[CH:10][CH:9]=2)=[O:4].[F:18][C:19]([F:34])([F:33])[C:20]1[CH:21]=[C:22](B(O)O)[CH:23]=[C:24]([C:26]([F:29])([F:28])[F:27])[CH:25]=1>>[CH3:1][O:2][C:3]([C:5]1[C:6](=[O:17])[S:7][C:8]2[C:13]([C:14]=1[OH:15])=[CH:12][C:11]([C:22]1[CH:23]=[C:24]([C:26]([F:29])([F:27])[F:28])[CH:25]=[C:20]([C:19]([F:18])([F:34])[F:33])[CH:21]=1)=[CH:10][CH:9]=2)=[O:4]. Procedure details: 6-(3,5-Bis-trifluoromethyl-phenyl)-4-hydroxy-2-oxo-2H-thiochromene-3-carboxylic acid methyl ester was prepared from 6-bromo-4-hydroxy-2-oxo-2H-thiochromene-3-carboxylic acid methyl ester (Example 27e) under conditions analogous to Example 7(a) using 3,5-Bis-trifluoromethyl-phenylboronic acid. 1H NMR (200 MHz, CDCl3): δ (ppm)=8.572 (s, 1H), 8.037 (s, 2H), 7.908 (s, 1H), 7.820 (d, 1H), 7.510 (d, 1H), 4.04 (s, 3H). Reactants: C(O)([O-])=O.[Na+] (sodium hydrogencarbonate), OC1=C(C(N(C2=CC=NC=C12)C1=CC=CC=C1)=O)C(CC1=CC=CC=C1)=O (4-hydroxy-1-phenyl-3-phenylacetyl-1,6-naphthyridin-2(1H)-one), O.NN (hydrazine monohydrate). Run in CN(C)C=O (DMF). Conditions: temperature 105 celsius, time 8 hour. Yields the product C(C1=CC=CC=C1)C1=NNC2=C1C(N(C=1C=CN=CC21)C2=CC=CC=C2)=O (3-benzyl-5-phenyl-1H-pyrazolo[4,3-c][1,6]naphthyridin-4(5H)-one), crystal. Yield: 25.0%. Reaction SMILES: O[C:2]1[C:11]2[C:6](=[CH:7][CH:8]=[N:9][CH:10]=2)[N:5]([C:12]2[CH:17]=[CH:16][CH:15]=[CH:14][CH:13]=2)C(=O)[C:3]=1[C:19](=O)[CH2:20][C:21]1[CH:26]=[CH:25][CH:24]=[CH:23][CH:22]=1.O.[NH2:29][NH2:30].[C:31](=[O:34])([O-])O.[Na+]>CN(C=O)C>[CH2:20]([C:19]1[C:3]2[C:31](=[O:34])[N:5]([C:12]3[CH:17]=[CH:16][CH:15]=[CH:14][CH:13]=3)[C:6]3[CH:7]=[CH:8][N:9]=[CH:10][C:11]=3[C:2]=2[NH:30][N:29]=1)[C:21]1[CH:26]=[CH:25][CH:24]=[CH:23][CH:22]=1 |f:1.2,3.4|. Procedure details: To a suspension of 4-hydroxy-1-phenyl-3-phenylacetyl-1,6-naphthyridin-2(1H)-one (42 mg, 0.12 mmol) produced in Synthesis Example 12 in DMF (3 mL) was added hydrazine monohydrate (purity of 80%, 19 μL), and the mixture was stirred at 100 to 110° C. overnight. To the reaction solution was added a sodium hydrogencarbonate aqueous solution. The resulting precipitate was separated by filtration and dried to give 3-benzyl-5-phenyl-1H-pyrazolo[4,3-c][1,6]naphthyridin-4(5H)-one as a form of crystal (11 ... Starting materials: BrC1=CC=C(C=C1)S(=O)(=O)N[C@H](C(=O)NC1=CC=C(C=C1)CC(=O)OCC)CC1=CC=CC=C1 ((S)-2-(4-bromobenzenesulfonylamino)-N-(4-(ethoxycarbonylmethyl)phenyl)-3-phenylpropanamide), [OH-].[Na+] (NaOH). The solvent is CO (methanol). Run at temperature 0 celsius, time 8 hour. Yields the product BrC1=CC=C(C=C1)S(=O)(=O)N[C@H](C(=O)NC1=CC=C(C=C1)CC(=O)O)CC1=CC=CC=C1 ((S)-2-(4-bromobenzenesulfonylamino)-N-(4-(carboxymethyl)phenyl)-3-phenylpropanamide). The yield is 6.8%. Reaction SMILES: [Br:1][C:2]1[CH:7]=[CH:6][C:5]([S:8]([NH:11][C@@H:12]([CH2:28][C:29]2[CH:34]=[CH:33][CH:32]=[CH:31][CH:30]=2)[C:13]([NH:15][C:16]2[CH:21]=[CH:20][C:19]([CH2:22][C:23]([O:25]CC)=[O:24])=[CH:18][CH:17]=2)=[O:14])(=[O:10])=[O:9])=[CH:4][CH:3]=1.[OH-].[Na+]>CO>[Br:1][C:2]1[CH:3]=[CH:4][C:5]([S:8]([NH:11][C@@H:12]([CH2:28][C:29]2[CH:34]=[CH:33][CH:32]=[CH:31][CH:30]=2)[C:13]([NH:15][C:16]2[CH:21]=[CH:20][C:19]([CH2:22][C:23]([OH:25])=[O:24])=[CH:18][CH:17]=2)=[O:14])(=[O:9])=[O:10])=[CH:6][CH:7]=1 |f:1.2|. Reported procedure: (S)-2-(4-bromobenzenesulfonylamino)-N-(4-(ethoxycarbonylmethyl)phenyl)-3-phenylpropanamide (17.0 g) was dissolved in methanol (200 ml) and cooled to 0° C. After 2N NaOH (46.8 ml) was added, the whole was stirred at room temperature overnight under argon. The reaction mixture was concentrated under reduced pressure to remove methanol. The concentrate was poured to 6N HCl while cooling with ice. The precipitated crystal was filtered and recrystallized from acetonitrile to obtain (S)-2-(4-bromobenz... Starting materials: 1-azatricyclo[3.3.1.13,7 ]decanes, anhydride, ClC(=O)OCC (ethyl chloroformate), BrC=1C=NC=C(C(=O)O)C1 (5-bromonicotinic acid), BrC=1C=NC=C(C(=O)O)C1 (5-bromonicotinic acid), [H-].[Al+3].[Li+].[H-].[H-].[H-].O1CCCC1 (lithium aluminum hydride tetrahydrofuran). The product is BrC=1C=C(C=NC1)CO (5-bromo-3-hydroxymethylpyridine). As a reaction SMILES: [Br:1][C:2]1[CH:3]=[N:4][CH:5]=[C:6]([CH:10]=1)[C:7](O)=[O:8].ClC(OCC)=O.[H-].[Al+3].[Li+].[H-].[H-].[H-].O1CCCC1>>[Br:1][C:2]1[CH:10]=[C:6]([CH2:7][OH:8])[CH:5]=[N:4][CH:3]=1 |f:2.3.4.5.6.7.8|. Procedure details: The manner in which certain 5-substituted-3-pyridyl compounds of the present invention can be synthetically produced can vary. For example, 3-(5-bromo-3-pyridyl)-containing compounds can be prepared using a combination of synthetic techniques known in the art. 2-[3-(5-bromopyridiyl)]- substituted analogs of the 1-azatricyclo[3.3.1.13,7 ]decanes can all be prepared starting from 5-bromonicotinic acid, which is commercially available from Aldrich Chemical Co. The 5-bromonicotinic acid is converted...